From a dataset of the Open Reaction Database (ORD), a public repository of structured organic reaction records. describe an organic reaction: reactants, conditions, products, and yield The reactants are CCO, O=[N+]([O-])c1cccc(C(F)(F)F)c1F, CCOC(=O)c1cc(CC)sc1N. The product is CCOC(=O)c1cc(CC)sc1Nc1c([N+](=O)[O-])cccc1C(F)(F)F. As a reaction SMILES: [CH3:28][CH2:29][OH:30].[F:14][c:15]1[c:16]([N+:25](=[O:26])[O-:27])[cH:17][cH:18][cH:19][c:20]1[C:21]([F:22])([F:23])[F:24].[NH2:1][c:2]1[s:3][c:4]([CH2:12][CH3:13])[cH:5][c:6]1[C:7](=[O:8])[O:9][CH2:10][CH3:11]>>[NH:1]([c:2]1[s:3][c:4]([CH2:12][CH3:13])[cH:5][c:6]1[C:7](=[O:8])[O:9][CH2:10][CH3:11])[c:15]1[c:16]([N+:25](=[O:26])[O-:27])[cH:17][cH:18][cH:19][c:20]1[C:21]([F:22])([F:23])[F:24]. Reactants: C(=O)O (formic acid), [Li+].[OH-] (LiOH), O=C1NC2=C(CCN1C1CCN(CC1)C(=O)O[C@@H](C(=O)N1CCC(CC1)C1CCN(CC1)CC(=O)OCC)CC1=CC(=C(C(=C1)Br)O)Br)C=CC=C2 ((R)-1-(3,5-dibromo-4-hydroxy-benzyl)-2-(1′-ethoxycarbonylmethyl-4,4′-bipiperidinyl-1-yl)-2-oxo-ethyl 4-(2-oxo-1,2,4,5-tetrahydro-1,3-benzodiazepin-3-yl)-piperidine-1-carboxylate). The solvent is O (water), O (water), C1CCOC1 (THF). Reaction conditions: time 8 hour. The product is O=C1NC2=C(CCN1C1CCN(CC1)C(=O)O[C@@H](C(=O)N1CCC(CC1)C1CCN(CC1)CC(=O)O)CC1=CC(=C(C(=C1)Br)O)Br)C=CC=C2 ((R)-2-(1′-carboxymethyl-4,4′-bipiperidinyl-1-yl)-1-(3,5-dibromo-4-hydroxy-benzyl)-2-oxo-ethyl 4-(2-oxo-1,2,4,5-tetrahydro-1,3-benzodiazepin-3-yl)-piperidine-1-carboxylate). RXN SMILES: [Li+].[OH-].[O:3]=[C:4]1[N:10]([CH:11]2[CH2:16][CH2:15][N:14]([C:17]([O:19][C@H:20]([CH2:41][C:42]3[CH:47]=[C:46]([Br:48])[C:45]([OH:49])=[C:44]([Br:50])[CH:43]=3)[C:21]([N:23]3[CH2:28][CH2:27][CH:26]([CH:29]4[CH2:34][CH2:33][N:32]([CH2:35][C:36]([O:38]CC)=[O:37])[CH2:31][CH2:30]4)[CH2:25][CH2:24]3)=[O:22])=[O:18])[CH2:13][CH2:12]2)[CH2:9][CH2:8][C:7]2[CH:51]=[CH:52][CH:53]=[CH:54][C:6]=2[NH:5]1.C(O)=O>O.C1COCC1>[O:3]=[C:4]1[N:10]([CH:11]2[CH2:16][CH2:15][N:14]([C:17]([O:19][C@H:20]([CH2:41][C:42]3[CH:47]=[C:46]([Br:48])[C:45]([OH:49])=[C:44]([Br:50])[CH:43]=3)[C:21]([N:23]3[CH2:28][CH2:27][CH:26]([CH:29]4[CH2:30][CH2:31][N:32]([CH2:35][C:36]([OH:38])=[O:37])[CH2:33][CH2:34]4)[CH2:25][CH2:24]3)=[O:22])=[O:18])[CH2:13][CH2:12]2)[CH2:9][CH2:8][C:7]2[CH:51]=[CH:52][CH:53]=[CH:54][C:6]=2[NH:5]1 |f:0.1|. Procedure: A solution of 1.4 mg (0.06 mmol) LiOH in 1 mL water was added to a solution of 30 mg (0.04 mmol) of (R)-1-(3,5-dibromo-4-hydroxy-benzyl)-2-(1′-ethoxycarbonylmethyl-4,4′-bipiperidinyl-1-yl)-2-oxo-ethyl 4-(2-oxo-1,2,4,5-tetrahydro-1,3-benzodiazepin-3-yl)-piperidine-1-carboxylate (Example 138) in 3 mL THF and the reaction solution was stirred overnight at RT. The solvent was eliminated in the nitrogen current, the residue was taken up in 1 mL water, acidified with formic acid, the precipitate forme... Starting materials: C(#N)C(CCCC(=O)OCC)C1=CC=CC=C1 (ethyl 5-cyano-5-phenylvalerate). Reagents/catalysts: [Ni] (Raney nickel). The solvent is C(C)O (ethanol). Conditions: temperature 40 celsius, time 2.5 hour. The product is NCC(CCCC(=O)OCC)C1=CC=CC=C1 (ethyl 6-amino-5-phenylhexanoate). RXN SMILES: [C:1]([CH:3]([C:12]1[CH:17]=[CH:16][CH:15]=[CH:14][CH:13]=1)[CH2:4][CH2:5][CH2:6][C:7]([O:9][CH2:10][CH3:11])=[O:8])#[N:2]>[Ni].C(O)C>[NH2:2][CH2:1][CH:3]([C:12]1[CH:13]=[CH:14][CH:15]=[CH:16][CH:17]=1)[CH2:4][CH2:5][CH2:6][C:7]([O:9][CH2:10][CH3:11])=[O:8]. Reported procedure: About 10 ml of Raney nickel were added to a solution of 58 g of ethyl 5-cyano-5-phenylvalerate [prepared as described in step (a) above] in 400 ml of ethanol, and the mixture was stirred for 2.5 hours at 40° C., under a hydrogen pressure of 3 kg/cm2. The catalyst was filtered off and the filtrate was condensed to give ethyl 6-amino-5-phenylhexanoate as an oily substance. The whole of this oily substance was dissolved in 300 ml of methylene chloride, and 40 ml of triethylamine were added to the m... Starting materials: CCOC(=O)c1cnc(C(C)(C)C)nc1N1CCOCC1, C1CCOC1, CCO, O. Product: CC(C)(C)c1ncc(C(=O)O)c(N2CCOCC2)n1. RXN SMILES: [C:1]([CH3:2])([CH3:3])([CH3:4])[c:5]1[n:6][cH:7][c:8]([C:17](=[O:18])[O:19][CH2:20][CH3:21])[c:9]([N:11]2[CH2:12][CH2:13][O:14][CH2:15][CH2:16]2)[n:10]1.[CH2:22]1[O:23][CH2:24][CH2:25][CH2:26]1.[CH3:27][CH2:28][OH:29].[OH2:30]>>[C:1]([CH3:2])([CH3:3])([CH3:4])[c:5]1[n:6][cH:7][c:8]([C:17](=[O:18])[OH:19])[c:9]([N:11]2[CH2:12][CH2:13][O:14][CH2:15][CH2:16]2)[n:10]1. Starting materials: C1(=CC=CC=C1)C(C(=O)N)(CCCNC)C1=CC=CC=C1 (2,2-diphenyl-5-methylaminopentanamide), OC1=CC=C(CCBr)C=C1 (4-hydroxyphenethyl bromide), C([O-])(O)=O.[Na+] (sodium bicarbonate). The solvent is C(C)#N (acetonitrile). The product is C1(=CC=CC=C1)C(C(=O)N)(CCCN(C)CCC1=CC=C(C=C1)O)C1=CC=CC=C1 (2,2-diphenyl-5-[N-(4-hydroxyphenethyl)-N-methylamino]pentanamide). RXN SMILES: [C:1]1([C:7]([C:16]2[CH:21]=[CH:20][CH:19]=[CH:18][CH:17]=2)([CH2:11][CH2:12][CH2:13][NH:14][CH3:15])[C:8]([NH2:10])=[O:9])[CH:6]=[CH:5][CH:4]=[CH:3][CH:2]=1.[OH:22][C:23]1[CH:31]=[CH:30][C:26]([CH2:27][CH2:28]Br)=[CH:25][CH:24]=1.C(=O)(O)[O-].[Na+]>C(#N)C>[C:1]1([C:7]([C:16]2[CH:21]=[CH:20][CH:19]=[CH:18][CH:17]=2)([CH2:11][CH2:12][CH2:13][N:14]([CH2:28][CH2:27][C:26]2[CH:30]=[CH:31][C:23]([OH:22])=[CH:24][CH:25]=2)[CH3:15])[C:8]([NH2:10])=[O:9])[CH:2]=[CH:3][CH:4]=[CH:5][CH:6]=1 |f:2.3|. Reported procedure: A mixture containing 2,2-diphenyl-5-methylaminopentanamide (0.36 g--see Preparation 3), 4-hydroxyphenethyl bromide (0.26 g), sodium bicarbonate (0.5 g) and acetonitrile (20 ml) was heated under reflux for 16 hours. The mixture was partitioned between dichloromethane (40 ml) and aqueous sodium bicarbonate (30 ml), the layers separated and the aqueous layer extracted with dichloromethane (2×30 ml). The combined dichloromethane extracts were concentrated in vacuo to give an oil which was purified b...